From a dataset of the Open Reaction Database (ORD), a public repository of structured organic reaction records. describe an organic reaction: reactants, conditions, products, and yield The reactants are C(C)C1=NNC2=C(C=C(C=C12)C(=O)OCC)O (ethyl 3-ethyl-7-hydroxy-1H-indazole-5-carboxylate), [H-].[Na+] (NaH), ICC (iodoethane), CCOC(=O)C (EtOAc). Solvent: CN(C)C=O (DMF), CN(C)C=O (DMF). Run at time 8 hour. Product: C(C)OC=1C=C(C=C2C(=NNC12)CC)C(=O)OCC (ethyl 7-ethoxy-3-ethyl-1H-indazole-5-carboxylate), C(C)OC=1C=C(C=C2C(=NN(C12)CC)CC)C(=O)OCC (ethyl 7-ethoxy-1,3-diethyl-1H-indazole-5-carboxylate). Yield: 37.0%. RXN SMILES: [CH2:1]([C:3]1[C:11]2[C:6](=[C:7]([OH:17])[CH:8]=[C:9]([C:12]([O:14][CH2:15][CH3:16])=[O:13])[CH:10]=2)[NH:5][N:4]=1)[CH3:2].[H-].[Na+].I[CH2:21][CH3:22].[CH3:23][CH2:24]OC(C)=O>CN(C=O)C>[CH2:21]([O:17][C:7]1[CH:8]=[C:9]([C:12]([O:14][CH2:15][CH3:16])=[O:13])[CH:10]=[C:11]2[C:6]=1[NH:5][N:4]=[C:3]2[CH2:1][CH3:2])[CH3:22].[CH2:23]([O:17][C:7]1[CH:8]=[C:9]([C:12]([O:14][CH2:15][CH3:16])=[O:13])[CH:10]=[C:11]2[C:6]=1[N:5]([CH2:21][CH3:22])[N:4]=[C:3]2[CH2:1][CH3:2])[CH3:24] |f:1.2|. Reported procedure: To a 0° C. solution of ethyl 3-ethyl-7-hydroxy-1H-indazole-5-carboxylate (prepared as described in Acid Preparation 2) (932 mg, 3.98 mmol) in DMF (28 mL) was added 60% NaH oil dispersion (159 mg, 3.98 mmol). This mixture was stirred at 0° C. for 1 hour before the dropwise addition of a solution of iodoethane (0.32 mL, 3.98 mmol) in DMF (3 mL). The mixture was kept at 0° C. for several hours before removal of the cooling bath and allowing the reaction to warm to room temperature while stirring ov... The reactants are O=C(O)CN1C(=O)C(NC(=O)C2(CC(CC(=O)NCCCO)C(=O)O)CCCC2)CCc2ccccc21, O=C([O-])[O-], CCBr, ClCCl, [Cs+], [Cs+], CN(C)C=O, O. Product: CCOC(=O)CN1C(=O)C(NC(=O)C2(CC(CC(=O)NCCCO)C(=O)O)CCCC2)CCc2ccccc21. As a reaction SMILES: [C:1](=[O:2])([OH:3])[CH2:4][N:5]1[C:6](=[O:37])[CH:7]([NH:16][C:17](=[O:18])[C:19]2([CH2:24][CH:25]([C:26](=[O:27])[OH:28])[CH2:29][C:30](=[O:31])[NH:32][CH2:33][CH2:34][CH2:35][OH:36])[CH2:20][CH2:21][CH2:22][CH2:23]2)[CH2:8][CH2:9][c:10]2[c:11]1[cH:12][cH:13][cH:14][cH:15]2.[C:38](=[O:39])([O-:40])[O-:41].[CH2:44]([CH3:45])[Br:46].[Cl:53][CH2:54][Cl:55].[Cs+:42].[Cs+:43].[O:47]=[CH:48][N:49]([CH3:50])[CH3:51].[OH2:52]>>[C:1]([O:2][CH2:44][CH3:45])(=[O:3])[CH2:4][N:5]1[C:6](=[O:37])[CH:7]([NH:16][C:17](=[O:18])[C:19]2([CH2:24][CH:25]([C:26](=[O:27])[OH:28])[CH2:29][C:30](=[O:31])[NH:32][CH2:33][CH2:34][CH2:35][OH:36])[CH2:20][CH2:21][CH2:22][CH2:23]2)[CH2:8][CH2:9][c:10]2[c:11]1[cH:12][cH:13][cH:14][cH:15]2. The reactants are CO, [Na+], O, O=C([O-])O, COC1=C(OC)C(=O)C(Cc2ccc(OC(C)=O)c(C(=O)Nc3ccccn3)c2)=C(C)C1=O. Yields the product COC1=C(OC)C(=O)C(Cc2ccc(O)c(C(=O)Nc3ccccn3)c2)=C(C)C1=O. RXN SMILES: [CH3:39][OH:40].[Na+:34].[OH2:41].[OH:35][C:36](=[O:37])[O-:38].[n:1]1[c:2]([NH:7][C:8]([c:9]2[c:10]([O:29][C:30](=[O:31])[CH3:32])[cH:11][cH:12][c:13]([CH2:15][C:16]3=[C:21]([CH3:22])[C:20](=[O:23])[C:19]([O:24][CH3:25])=[C:18]([O:26][CH3:27])[C:17]3=[O:28])[cH:14]2)=[O:33])[cH:3][cH:4][cH:5][cH:6]1>>[n:1]1[c:2]([NH:7][C:8]([c:9]2[c:10]([OH:29])[cH:11][cH:12][c:13]([CH2:15][C:16]3=[C:21]([CH3:22])[C:20](=[O:23])[C:19]([O:24][CH3:25])=[C:18]([O:26][CH3:27])[C:17]3=[O:28])[cH:14]2)=[O:33])[cH:3][cH:4][cH:5][cH:6]1. Reactants: [Al+3], C1CCOC1, CCOC(=O)CC1CC1c1ncc([N+](=O)[O-])c(Cl)c1C, [H-], [H-], [H-], [H-], [Li+]. Yields the product Cc1c(C2CC2CCO)ncc([N+](=O)[O-])c1Cl. RXN SMILES: [Al+3:22].[CH2:27]1[O:28][CH2:29][CH2:30][CH2:31]1.[Cl:1][c:2]1[c:3]([CH3:20])[c:4]([CH:11]2[CH:12]([CH2:14][C:15](=[O:16])[O:17][CH2:18][CH3:19])[CH2:13]2)[n:5][cH:6][c:7]1[N+:8](=[O:9])[O-:10].[H-:21].[H-:24].[H-:25].[H-:26].[Li+:23]>>[Cl:1][c:2]1[c:3]([CH3:20])[c:4]([CH:11]2[CH:12]([CH2:14][CH2:15][OH:16])[CH2:13]2)[n:5][cH:6][c:7]1[N+:8](=[O:9])[O-:10].